Dataset: the Open Reaction Database (ORD), a public repository of structured organic reaction records. Task: describe an organic reaction: reactants, conditions, products, and yield Product: O=C(Cn1c(-c2ccc(Cl)cc2)nc2cccnc21)NC1CCCCC1. Reactants: O=C(n1ccnc1)n1ccnc1, O=C(O)Cn1c(-c2ccc(Cl)cc2)nc2cccnc21, NC1CCCCC1, C1CCOC1. RXN SMILES: [C:21]([n:22]1[cH:23][cH:24][n:25][cH:26]1)([n:27]1[cH:28][cH:29][n:30][cH:31]1)=[O:32].[Cl:1][c:2]1[cH:3][cH:4][c:5](-[c:8]2[n:9][c:10]3[c:11]([n:12][cH:13][cH:14][cH:15]3)[n:16]2[CH2:17][C:18](=[O:19])[OH:20])[cH:6][cH:7]1.[NH2:33][CH:34]1[CH2:35][CH2:36][CH2:37][CH2:38][CH2:39]1.[O:40]1[CH2:41][CH2:42][CH2:43][CH2:44]1>>[Cl:1][c:2]1[cH:3][cH:4][c:5](-[c:8]2[n:9][c:10]3[c:11]([n:12][cH:13][cH:14][cH:15]3)[n:16]2[CH2:17][C:18](=[O:20])[NH:33][CH:34]2[CH2:35][CH2:36][CH2:37][CH2:38][CH2:39]2)[cH:6][cH:7]1.